Dataset: the Open Reaction Database (ORD), a public repository of structured organic reaction records. Task: describe an organic reaction: reactants, conditions, products, and yield Reactants: CC(=O)OC(C)=O, CCOC(C)=O, ClCCl, COC(=O)c1ccc(N)c(OCCO)c1, O, c1ccncc1. Product: COC(=O)c1ccc(NC(C)=O)c(OCCO)c1. RXN SMILES: [CH3:16][C:17](=[O:18])[O:19][C:20](=[O:21])[CH3:22].[CH3:29][CH2:30][O:31][C:32](=[O:33])[CH3:34].[Cl:35][CH2:36][Cl:37].[NH2:1][c:2]1[c:3]([O:12][CH2:13][CH2:14][OH:15])[cH:4][c:5]([C:6](=[O:7])[O:8][CH3:9])[cH:10][cH:11]1.[OH2:38].[cH:23]1[cH:24][cH:25][n:26][cH:27][cH:28]1>>[NH:1]([c:2]1[c:3]([O:12][CH2:13][CH2:14][OH:15])[cH:4][c:5]([C:6](=[O:7])[O:8][CH3:9])[cH:10][cH:11]1)[C:17]([CH3:16])=[O:18]. Starting materials: BrCCCBr, [Cl-], CCOC(=O)Cc1cc(Cl)c(OCC(F)(F)F)c(-c2ccc(C(F)(F)F)cc2)c1, [H-], [NH4+], [Na+], CN(C)C=O. The product is CCOC(=O)C1(c2cc(Cl)c(OCC(F)(F)F)c(-c3ccc(C(F)(F)F)cc3)c2)CCC1. RXN SMILES: [Br:32][CH2:33][CH2:34][CH2:35][Br:36].[Cl-:37].[Cl:1][c:2]1[cH:3][c:4]([CH2:24][C:25](=[O:26])[O:27][CH2:28][CH3:29])[cH:5][c:6](-[c:14]2[cH:15][cH:16][c:17]([C:20]([F:21])([F:22])[F:23])[cH:18][cH:19]2)[c:7]1[O:8][CH2:9][C:10]([F:11])([F:12])[F:13].[H-:31].[NH4+:38].[Na+:30].[O:39]=[CH:40][N:41]([CH3:42])[CH3:43]>>[Cl:1][c:2]1[cH:3][c:4]([C:24]2([C:25](=[O:26])[O:27][CH2:28][CH3:29])[CH2:33][CH2:34][CH2:35]2)[cH:5][c:6](-[c:14]2[cH:15][cH:16][c:17]([C:20]([F:21])([F:22])[F:23])[cH:18][cH:19]2)[c:7]1[O:8][CH2:9][C:10]([F:11])([F:12])[F:13].